This data is from the Open Reaction Database (ORD), a public repository of structured organic reaction records. The task is: describe an organic reaction: reactants, conditions, products, and yield The reactants are C(OC1=CC(=C(C=C1)OC)C=O)(OC)=O (3-formyl-4-methoxyphenyl methyl carbonate), C1(=CC=CC=C1)P(C1=CC=CC=C1)(C1=CC=CC=C1)=CC(=O)OCC (ethyl (triphenylphosphoranylidene)acetate). Run in C1(=CC=CC=C1)C (toluene). Reaction conditions: temperature 80 celsius, time 15 hour. Product: COC1=C(C=C(C=C1)OC(=O)OC)C=CC(=O)OCC (ethyl 3-(2-methoxy-5-(methoxycarbonyloxy)phenyl)acrylate). The yield is 90.0%. Reaction SMILES: [C:1](=[O:15])([O:13][CH3:14])[O:2][C:3]1[CH:8]=[CH:7][C:6]([O:9][CH3:10])=[C:5]([CH:11]=O)[CH:4]=1.C1(P(=[CH:35][C:36]([O:38][CH2:39][CH3:40])=[O:37])(C2C=CC=CC=2)C2C=CC=CC=2)C=CC=CC=1>C1(C)C=CC=CC=1>[CH3:10][O:9][C:6]1[CH:7]=[CH:8][C:3]([O:2][C:1]([O:13][CH3:14])=[O:15])=[CH:4][C:5]=1[CH:11]=[CH:35][C:36]([O:38][CH2:39][CH3:40])=[O:37]. Reported procedure: To a solution of 3-formyl-4-methoxyphenyl methyl carbonate (10.0 g) in toluene (10 mL) was added ethyl (triphenylphosphoranylidene)acetate (21.5 g), and the mixture was stirred at 80° C. for 15 hr. The reaction mixture was concentrated, and the residue was purified by silica gel column chromatography (ethyl acetate/hexane) to give the title compound (12.0 g) as a yellow oil.